This data is from the Open Reaction Database (ORD), a public repository of structured organic reaction records. The task is: describe an organic reaction: reactants, conditions, products, and yield Reactants: C1CCOC1, CN(C)CC1(c2ccc(O)cc2)CCOCC1, CC(CCO)N1CCCC1, CC(C)OC(=O)N=NC(=O)OC(C)C, c1ccc(P(c2ccccc2)c2ccccc2)cc1. The product is CC(CCOc1ccc(C2(CN(C)C)CCOCC2)cc1)N1CCCC1. Reaction SMILES: [CH2:61]1[O:62][CH2:63][CH2:64][CH2:65]1.[CH3:1][N:2]([CH3:3])[CH2:4][C:5]1([c:11]2[cH:12][cH:13][c:14]([OH:17])[cH:15][cH:16]2)[CH2:6][CH2:7][O:8][CH2:9][CH2:10]1.[N:18]1([CH:23]([CH2:24][CH2:25][OH:26])[CH3:27])[CH2:19][CH2:20][CH2:21][CH2:22]1.[O:47]=[C:48]([O:49][CH:50]([CH3:51])[CH3:52])[N:53]=[N:54][C:55]([O:56][CH:57]([CH3:58])[CH3:59])=[O:60].[c:28]1([P:29]([c:30]2[cH:31][cH:32][cH:33][cH:34][cH:35]2)[c:36]2[cH:37][cH:38][cH:39][cH:40][cH:41]2)[cH:42][cH:43][cH:44][cH:45][cH:46]1>>[CH3:1][N:2]([CH3:3])[CH2:4][C:5]1([c:11]2[cH:12][cH:13][c:14]([O:17][CH2:25][CH2:24][CH:23]([N:18]3[CH2:19][CH2:20][CH2:21][CH2:22]3)[CH3:27])[cH:15][cH:16]2)[CH2:6][CH2:7][O:8][CH2:9][CH2:10]1.